From a dataset of the Open Reaction Database (ORD), a public repository of structured organic reaction records. describe an organic reaction: reactants, conditions, products, and yield Starting materials: BrC1=CC=CC(=N1)C=1N=NN(C1)CCO (2-[4-(6-bromopyridin-2-yl)-1H-1,2,3-triazol-1-yl]ethanol), NC=1SC(=CC1C(=O)N)C1=C(C=C(C=C1F)C(C)(C)O)F (2-amino-5-[2,6-difluoro-4-(1-hydroxy-1-methylethyl)phenyl]thiophene-3-carboxamide). The product is FC1=C(C(=CC(=C1)C(C)(C)O)F)C1=CC(=C(S1)NC1=NC(=CC=C1)C=1N=NN(C1)CCO)C(=O)N (5-[2,6-Difluoro-4-(1-hydroxy-1-methylethyl)phenyl]-2-({6-[1-(2-hydroxyethyl)-1H-1,2,3-triazol-4-yl]pyridin-2-yl}amino)thiophene-3-carboxamide). As a reaction SMILES: Br[C:2]1[N:7]=[C:6]([C:8]2[N:9]=[N:10][N:11]([CH2:13][CH2:14][OH:15])[CH:12]=2)[CH:5]=[CH:4][CH:3]=1.[NH2:16][C:17]1[S:18][C:19]([C:25]2[C:30]([F:31])=[CH:29][C:28]([C:32]([OH:35])([CH3:34])[CH3:33])=[CH:27][C:26]=2[F:36])=[CH:20][C:21]=1[C:22]([NH2:24])=[O:23]>>[F:36][C:26]1[CH:27]=[C:28]([C:32]([OH:35])([CH3:34])[CH3:33])[CH:29]=[C:30]([F:31])[C:25]=1[C:19]1[S:18][C:17]([NH:16][C:2]2[CH:3]=[CH:4][CH:5]=[C:6]([C:8]3[N:9]=[N:10][N:11]([CH2:13][CH2:14][OH:15])[CH:12]=3)[N:7]=2)=[C:21]([C:22]([NH2:24])=[O:23])[CH:20]=1. Procedure details: The title compound was synthesized from 2-[4-(6-bromopyridin-2-yl)-1H-1,2,3-triazol-1-yl]ethanol (108 mg, 0.40 mmol) and 2-amino-5-[2,6-difluoro-4-(1-hydroxy-1-methylethyl)phenyl]thiophene-3-carboxamide (125 mg, 0.40 mmol) according to the general procedure in Example 1.